This data is from the Open Reaction Database (ORD), a public repository of structured organic reaction records. The task is: describe an organic reaction: reactants, conditions, products, and yield The reactants are C(C)(=O)[O-].[Na+] (sodium acetate), P(=O)(Cl)(Cl)Cl (phosphorus oxychloride), CN(C1=CC=CC=C1)C=O (N-methylformanilide), O1C=C(C2=C1C=CC=C2)C=2C=C(C(=O)OC)C=CC2 (methyl 3-(benzofuran-3-yl)benzoate). Solvent: CNC=O (N-methylformamide). Conditions: time 8 hour. Yields the product C(=O)C=1OC2=C(C1C=1C=C(C(=O)OC)C=CC1)C=CC=C2 (methyl 3-(2-formylbenzofuran-3-yl)benzoate). Isolated yield 71.7%. RXN SMILES: P(Cl)(Cl)(Cl)=O.CN([CH:14]=[O:15])C1C=CC=CC=1.[O:16]1[C:20]2[CH:21]=[CH:22][CH:23]=[CH:24][C:19]=2[C:18]([C:25]2[CH:26]=[C:27]([CH:32]=[CH:33][CH:34]=2)[C:28]([O:30][CH3:31])=[O:29])=[CH:17]1.C([O-])(=O)C.[Na+]>CNC=O>[CH:14]([C:17]1[O:16][C:20]2[CH:21]=[CH:22][CH:23]=[CH:24][C:19]=2[C:18]=1[C:25]1[CH:26]=[C:27]([CH:32]=[CH:33][CH:34]=1)[C:28]([O:30][CH3:31])=[O:29])=[O:15] |f:3.4|. Procedure: To a mixture of phosphorus oxychloride (3 g) and N-methylformanilide (3 g) was added a solution of methyl 3-(benzofuran-3-yl)benzoate (3 g) in N-methylformamide (1.5 g) at room temperature. The mixture was stirred overnight at room temperature and was poured onto aqueous sodium acetate solution. The product was extracted with ethyl acetate and the organic layer was washed with hydrochloric acid solution, water and brine. The layer was dried over magnesium sulfate and evaporated in vacuo. The res... Reactants: CS(=O)(=O)O (methanesulfonic acid), N1C(=NCC1)NC1=CC=C(C(=O)OC2=C(C3=CC=C(C=C3C=C2)C(N)=N)CC(=O)OC)C=C1 (6-amidino-1-methoxycarbonylmethyl-2-naphthyl 4-[(4,5-dihydro-1H-imidazol-2-yl)amino]benzoate), dimethanesulfonate. Run at temperature 80 celsius, time 5 hour. Yields the product N1C(=NCC1)NC1=CC=C(C(=O)OC2=C(C3=CC=C(C=C3C=C2)C(N)=N)CC(=O)O)C=C1 (6-amidino-1-carboxymethyl-2-naphthyl 4-[(4,5-dihydro-1H-imidazol-2-yl)amino]-benzoate). The yield is 48.8%. RXN SMILES: CS(O)(=O)=O.[NH:6]1[CH2:10][CH2:9][N:8]=[C:7]1[NH:11][C:12]1[CH:38]=[CH:37][C:15]([C:16]([O:18][C:19]2[CH:28]=[CH:27][C:26]3[C:21](=[CH:22][CH:23]=[C:24]([C:29](=[NH:31])[NH2:30])[CH:25]=3)[C:20]=2[CH2:32][C:33]([O:35]C)=[O:34])=[O:17])=[CH:14][CH:13]=1>>[NH:8]1[CH2:9][CH2:10][N:6]=[C:7]1[NH:11][C:12]1[CH:38]=[CH:37][C:15]([C:16]([O:18][C:19]2[CH:28]=[CH:27][C:26]3[C:21](=[CH:22][CH:23]=[C:24]([C:29](=[NH:30])[NH2:31])[CH:25]=3)[C:20]=2[CH2:32][C:33]([OH:35])=[O:34])=[O:17])=[CH:14][CH:13]=1. Reported procedure: 45 Milliliters of 10% aqueous methanesulfonic acid solution was added to 500 mg of 6-amidino-1-methoxycarbonylmethyl-2-naphthyl 4-[(4,5-dihydro-1H-imidazol-2-yl)amino]benzoate.dimethanesulfonate, followed by stirring for 5 hours at 80° C. After leaving the mixture for cooling, 350 mg of active carbon was added to the reaction mixture, followed by stirring for 30 minutes at room temperature. Insoluble matter was filtered off and the filtrate was concentrated under reduced pressure. To the residue... Reactants: CS(=O)(=O)Cl, COc1cc([N+](=O)[O-])ccc1N, Cl, c1ccncc1. Product: COc1cc([N+](=O)[O-])ccc1NS(C)(=O)=O. Reaction SMILES: [CH3:13][S:14]([Cl:15])(=[O:16])=[O:17].[CH3:1][O:2][c:3]1[c:4]([NH2:5])[cH:6][cH:7][c:8]([N+:10](=[O:11])[O-:12])[cH:9]1.[ClH:18].[cH:19]1[cH:20][cH:21][n:22][cH:23][cH:24]1>>[CH3:1][O:2][c:3]1[c:4]([NH:5][S:14]([CH3:13])(=[O:16])=[O:17])[cH:6][cH:7][c:8]([N+:10](=[O:11])[O-:12])[cH:9]1.